From a dataset of the Open Reaction Database (ORD), a public repository of structured organic reaction records. describe an organic reaction: reactants, conditions, products, and yield Run at time 8 hour. Yield: 78.5%. Starting materials: C1(=CC=CC=C1)C(=NC1=CC(=CC=C1)C1=NN(C=C1C1=CC=NC=C1)CC1=CC=C(C=C1)OC)C1=CC=CC=C1 (N-(diphenylmethylidene)-3-[1-(4-methoxybenzyl)-4-pyridin-4-yl-1H-pyrazol-3-yl]aniline), ClC1=CC(=CC=C1)C(=O)OO (m-chloroperbenzoic acid). Yields the product C1(=CC=CC=C1)C(=NC1=CC(=CC=C1)C1=NN(C=C1C1=CC=[N+](C=C1)[O-])CC1=CC=C(C=C1)OC)C1=CC=CC=C1 (N-(diphenylmethylidene)-3-[1-(4-methoxybenzyl)-4-(1-oxidopyridin-4-yl)-1H-pyrazol-3-yl]aniline). Run in C(OC)COC (dimethoxyethane). RXN SMILES: [C:1]1([C:7]([C:35]2[CH:40]=[CH:39][CH:38]=[CH:37][CH:36]=2)=[N:8][C:9]2[CH:14]=[CH:13][CH:12]=[C:11]([C:15]3[C:19]([C:20]4[CH:25]=[CH:24][N:23]=[CH:22][CH:21]=4)=[CH:18][N:17]([CH2:26][C:27]4[CH:32]=[CH:31][C:30]([O:33][CH3:34])=[CH:29][CH:28]=4)[N:16]=3)[CH:10]=2)[CH:6]=[CH:5][CH:4]=[CH:3][CH:2]=1.ClC1C=CC=C(C(OO)=[O:49])C=1>C(COC)OC>[C:35]1([C:7]([C:1]2[CH:2]=[CH:3][CH:4]=[CH:5][CH:6]=2)=[N:8][C:9]2[CH:14]=[CH:13][CH:12]=[C:11]([C:15]3[C:19]([C:20]4[CH:25]=[CH:24][N+:23]([O-:49])=[CH:22][CH:21]=4)=[CH:18][N:17]([CH2:26][C:27]4[CH:28]=[CH:29][C:30]([O:33][CH3:34])=[CH:31][CH:32]=4)[N:16]=3)[CH:10]=2)[CH:36]=[CH:37][CH:38]=[CH:39][CH:40]=1. Procedure details: 100 mg (0.19 mmol) of N-(diphenylmethylidene)-3-[1-(4-methoxybenzyl)-4-pyridin-4-yl-1H-pyrazol-3-yl]aniline were reacted with 36 mg (0.21 mmol) of m-chloroperbenzoic acid in 4 ml of dimethoxyethane. The solution was stirred at room temperature overnight. The reaction mixture was partitioned between dichloromethane and aqueous NaHCO3, the organic layer dried over Na2SO4 and the solvent removed under reduced pressure. The residue was triturated with diethylether and collected by filtration giving ... Starting materials: ClC1=NC(=NC(=N1)C1=CC=CC=C1)C1=CC=CC=C1 (2-chloro-4,6-diphenyl-s-triazine), C(CCCCC)C1=C(C=C(O)C=C1)O (4-hexylresorcinol), Cl (hydrochloric acid), [Cl-].[Al+3].[Cl-].[Cl-] (aluminum chloride). Run in C=1(C(=CC=CC1)C)C (xylene). Run at temperature 80 celsius. Product: OC1=C(C=C(C(=C1)O)CCCCCC)C1=NC(=NC(=N1)C1=CC=CC=C1)C1=CC=CC=C1 (2-(2,4-Dihydroxy-5-hexylphenyl)-4,6-diphenyl-s-triazine), product. As a reaction SMILES: Cl[C:2]1[N:7]=[C:6]([C:8]2[CH:13]=[CH:12][CH:11]=[CH:10][CH:9]=2)[N:5]=[C:4]([C:14]2[CH:19]=[CH:18][CH:17]=[CH:16][CH:15]=2)[N:3]=1.[Cl-].[Al+3].[Cl-].[Cl-].[CH2:24]([C:30]1[CH:36]=[CH:35][C:33]([OH:34])=[CH:32][C:31]=1[OH:37])[CH2:25][CH2:26][CH2:27][CH2:28][CH3:29].Cl>C1(C)C(C)=CC=CC=1>[OH:34][C:33]1[CH:32]=[C:31]([OH:37])[C:30]([CH2:24][CH2:25][CH2:26][CH2:27][CH2:28][CH3:29])=[CH:36][C:35]=1[C:2]1[N:7]=[C:6]([C:8]2[CH:13]=[CH:12][CH:11]=[CH:10][CH:9]=2)[N:5]=[C:4]([C:14]2[CH:19]=[CH:18][CH:17]=[CH:16][CH:15]=2)[N:3]=1 |f:1.2.3.4|. Procedure details: To a 350 mL sulfonation flask equipped with a mechanical stirrer, condenser and a nitrogen atmosphere are charged 21.4 g (80 mmol) of 2-chloro-4,6-diphenyl-s-triazine, and 100 mL of xylene (mixture of isomers). To the beige suspension are added 11.3 g (85 mmol) of aluminum chloride in one portion. The mixture is warmed to ca. 80° C. for 45 minutes. 18.8 g (96 mmol) of 4-hexylresorcinol are then added in five portions over 40 minutes to the now homogeneous solution. The reaction mixture is heated... The reactants are Cc1ccc2c(c1Br)C=CC2, O=C([O-])[O-], COCCOC, [Cs+], [Cs+], O, OB(O)c1ccccc1, c1ccc(P(c2ccccc2)(c2ccccc2)[Pd](P(c2ccccc2)(c2ccccc2)c2ccccc2)(P(c2ccccc2)(c2ccccc2)c2ccccc2)P(c2ccccc2)(c2ccccc2)c2ccccc2)cc1. Product: Cc1ccc2c(c1-c1ccccc1)C=CC2. RXN SMILES: [Br:16][c:17]1[c:18]2[c:22]([cH:23][cH:24][c:25]1[CH3:26])[CH2:21][CH:20]=[CH:19]2.[C:10](=[O:11])([O-:12])[O-:13].[CH3:28][O:29][CH2:30][CH2:31][O:32][CH3:33].[Cs+:14].[Cs+:15].[OH2:27].[OH:1][B:2]([OH:3])[c:4]1[cH:5][cH:6][cH:7][cH:8][cH:9]1.[cH:34]1[cH:35][cH:36][c:37]([P:38]([Pd:39]([P:40]([c:41]2[cH:42][cH:43][cH:44][cH:45][cH:46]2)([c:47]2[cH:48][cH:49][cH:50][cH:51][cH:52]2)[c:53]2[cH:54][cH:55][cH:56][cH:57][cH:58]2)([P:59]([c:60]2[cH:61][cH:62][cH:63][cH:64][cH:65]2)([c:66]2[cH:67][cH:68][cH:69][cH:70][cH:71]2)[c:72]2[cH:73][cH:74][cH:75][cH:76][cH:77]2)[P:78]([c:79]2[cH:80][cH:81][cH:82][cH:83][cH:84]2)([c:85]2[cH:86][cH:87][cH:88][cH:89][cH:90]2)[c:91]2[cH:92][cH:93][cH:94][cH:95][cH:96]2)([c:97]2[cH:98][cH:99][cH:100][cH:101][cH:102]2)[c:103]2[cH:104][cH:105][cH:106][cH:107][cH:108]2)[cH:109][cH:110]1>>[c:4]1(-[c:17]2[c:18]3[c:22]([cH:23][cH:24][c:25]2[CH3:26])[CH2:21][CH:20]=[CH:19]3)[cH:5][cH:6][cH:7][cH:8][cH:9]1. Reactants: C1(C=CCO1)=O (gamma-crotonolactone), [N+](=O)([O-])C(C)[N+](=O)[O-] (1,1-dinitroethane). Yields the product [N+](=O)([O-])C(C)([N+](=O)[O-])C(CO)CCO (2-(1,1-dinitroethyl)-1,4-butanediol), methyl nitramine, C1(C=CCO1)=O (gamma-crotonolactone). RXN SMILES: [N+:1]([CH:4]([N+:6]([O-:8])=[O:7])[CH3:5])([O-:3])=[O:2].[C:9]1(=[O:14])[O:13][CH2:12][CH:11]=[CH:10]1>>[N+:1]([C:4]([CH:11]([CH2:10][CH2:9][OH:14])[CH2:12][OH:13])([N+:6]([O-:8])=[O:7])[CH3:5])([O-:3])=[O:2].[C:9]1(=[O:13])[O:14][CH2:5][CH:4]=[CH:10]1. Reported procedure: The reaction sequences for preparing these branched polynitroalkyl diols can be summarized as follows: ##STR6## where Z is --C(NO2)3, --CF(NO2)2, --C(NO2)2CH3, or --N(NO2)CH3. The reaction of one mole of trinitromethane with one mole of gamma-crotonolactone under the reaction conditions of example 1 produces 4-hydroxy-3-(trinitromethyl)butyric acid, gamma-lactone which is reduced by borane-tetrahydrofuran to produce 2-(trinitromethyl)-1,4-butanediol as shown in example 3. Similarly, the reaction... Starting materials: C(C)(=O)N1CCC2=CC(=CC(=C12)C#N)CC(C)Br (1-Acetyl-5-(2-bromopropyl)indoline-7-carbonitrile), [N-]=[N+]=[N-].[Na+] (sodium azide). Run in C(C)OCCOCCO (diethylene glycol monoethyl ether), O (water), O (water). The product is C(C)(=O)N1CCC2=CC(=CC(=C12)C#N)CC(C)N=[N+]=[N-] (1-acetyl-5-(2-azidopropyl)indoline-7-carbonitrile). Isolated yield 88.5%. RXN SMILES: [C:1]([N:4]1[C:12]2[C:7](=[CH:8][C:9]([CH2:15][CH:16](Br)[CH3:17])=[CH:10][C:11]=2[C:13]#[N:14])[CH2:6][CH2:5]1)(=[O:3])[CH3:2].[N-:19]=[N+:20]=[N-:21].[Na+]>C(OCCOCCO)C.O>[C:1]([N:4]1[C:12]2[C:7](=[CH:8][C:9]([CH2:15][CH:16]([N:19]=[N+:20]=[N-:21])[CH3:17])=[CH:10][C:11]=2[C:13]#[N:14])[CH2:6][CH2:5]1)(=[O:3])[CH3:2] |f:1.2|. Procedure: 1-Acetyl-5-(2-bromopropyl)indoline-7-carbonitrile (1.42 g) and sodium azide (0.30 g) were dissolved in diethylene glycol monoethyl ether (1.4 ml) and water (3.2 ml), and the mixture was stirred at 90° C. for 9.5 hours.-To the reaction mixture was added water, and the mixture was extracted with methylene chloride. The extract was washed with water, dried over anhydrous magnesium sulfate. The solvent was evaporated under reduced pressure, and the residue was purified by medium pressure liquid colu... Starting materials: O (water), BrC1=CC=C(CO)C=C1 (4-bromobenzyl alcohol), N1C=NC=C1 (imidazole), C(C)(C)(C)[Si](Cl)(C)C (tert-butyl dimethylchlorosilane). Run in CN(C=O)C (N,N-dimethylformamide). Reaction conditions: time 5 hour. Product: BrC1=CC=C(CO[Si](C)(C)C(C)(C)C)C=C1 ((4-bromobenzyloxy) (tert-butyl)dimethylsilane). Yield: 95.4%. As a reaction SMILES: [Br:1][C:2]1[CH:9]=[CH:8][C:5]([CH2:6][OH:7])=[CH:4][CH:3]=1.N1C=CN=C1.[C:15]([Si:19]([CH3:22])([CH3:21])Cl)([CH3:18])([CH3:17])[CH3:16].O>CN(C)C=O>[Br:1][C:2]1[CH:9]=[CH:8][C:5]([CH2:6][O:7][Si:19]([C:15]([CH3:18])([CH3:17])[CH3:16])([CH3:22])[CH3:21])=[CH:4][CH:3]=1. Procedure details: To a mixture of 4-bromobenzyl alcohol (18.0 g, 96.2 mmol) and imidazole (7.86 g, 115 mmol) in N,N-dimethylformamide (200 ml) was added tert-butyl dimethylchlorosilane (17.4 g, 115 mmol) at room temperature. The mixture was stirred for 5 hours. The mixture was poured into water, and extracted with ethyl acetate. The organic layer was washed with water (three times), dried over sodium sulfate, and concentrated in vacuo. The residue was purified by silica gel column chromatography (eluent; hexane/e...